describe an organic reaction: reactants, conditions, products, and yield From a dataset of the Open Reaction Database (ORD), a public repository of structured organic reaction records. Yields the product ClC1=C(C(=O)N)C=C(C(=C1)C)[N+](=O)[O-] (2-chloro-4-methyl-5-nitrobenzamide). Reported procedure: A mixture of 25.1 grams 2-chloro-4-methyl-5-nitrobenzonitrile (Weissberger et al, J. Chem, Soc., p.68 (1935) and 200 ml 70% sulfuric acid was heated with stirring on a steam bath for 41/2 hours. A precipitate started to form after this time and the mixture was poured into ice water (about 400 ml). The product was filtered, washed with water and recrystallized from ethanol. Yield = 19.2 grams. m.p. = 180°-183° C. Reaction SMILES: [Cl:1][C:2]1[CH:9]=[C:8]([CH3:10])[C:7]([N+:11]([O-:13])=[O:12])=[CH:6][C:3]=1[C:4]#[N:5].S(=O)(=O)(O)[OH:15]>>[Cl:1][C:2]1[CH:9]=[C:8]([CH3:10])[C:7]([N+:11]([O-:13])=[O:12])=[CH:6][C:3]=1[C:4]([NH2:5])=[O:15]. Solvent: ice water. Starting materials: ClC1=C(C#N)C=C(C(=C1)C)[N+](=O)[O-] (2-chloro-4-methyl-5-nitrobenzonitrile), S(O)(O)(=O)=O (sulfuric acid). Run at time 2 hour. Reactants: C(C)(C)(C)OC(C[C@H](C(=O)O)CCCC1CCCCC1)=O ((2R)-2-[2-(tert-butoxy)-2-oxoethyl]-5-cyclohexylpentanoic acid), C(=O)(N1C=NC=C1)N1C=NC=C1 (1,1′-carbonyidiimidazole), ON=C(CCOC)N (N′-hydroxy-3-methoxypropanimidamide). Run in ClCCl (dichloromethane). Run at time 1 hour. Product: C1(CCCCC1)CCC[C@H](CC(=O)OC(C)(C)C)C1=NC(=NO1)CCOC (tert-Butyl (3R)-6-cyclohexyl-3-[3-(2-methoxyethyl)-1,2,4-oxadiazol-5-yl]hexanoate). Yield: 63.4%. As a reaction SMILES: [C:1]([O:5][C:6](=[O:21])[CH2:7][C@@H:8]([CH2:12][CH2:13][CH2:14][CH:15]1[CH2:20][CH2:19][CH2:18][CH2:17][CH2:16]1)[C:9]([OH:11])=O)([CH3:4])([CH3:3])[CH3:2].C(N1C=CN=C1)(N1C=CN=C1)=O.O[N:35]=[C:36]([NH2:41])[CH2:37][CH2:38][O:39][CH3:40]>ClCCl>[CH:15]1([CH2:14][CH2:13][CH2:12][C@@H:8]([C:9]2[O:11][N:41]=[C:36]([CH2:37][CH2:38][O:39][CH3:40])[N:35]=2)[CH2:7][C:6]([O:5][C:1]([CH3:2])([CH3:3])[CH3:4])=[O:21])[CH2:20][CH2:19][CH2:18][CH2:17][CH2:16]1. Procedure details: A solution of (2R)-2-[2-(tert-butoxy)-2-oxoethyl]-5-cyclohexylpentanoic acid (Preparation 1) (500 mg, 1.70 mmol) in dichloromethane (30 ml) was treated with 1,1′-carbonyidiimidazole (272 mg, 1.70 mmol) and the solution was stirred at room temperature for 1 hour. N′-hydroxy-3-methoxypropanimidamide (J.Amer.Chem.Soc.; 80; 1958; 3769-3771) (201 mg, 1.70 mmol) was then added and the mixture was stirred for 1 hour. The solvent was removed under reduced pressure and the residue was heated neat at 120°... Reactants: C(C)(=O)OCC (ethyl acetate), C1(=CC=CC=C1)C=1N=C(OC1C1=CC=CC=C1)C(C(CCO)C1=CCCC2=C(C=CC=C12)O[Si](C1=CC=CC=C1)(C1=CC=CC=C1)C(C)(C)C)O (1-[2-(4,5-diphenyloxazol-2-yl)-2-hydroxy-1-(2-hydroxyethyl)ethyl]-5-tert-butyldiphenylsilyloxy-3,4-dihydronaphthalene), C1(=CC=CC=C1)P(C1=CC=CC=C1)C1=CC=CC=C1 (triphenylphosphine), N(=NC(=O)OCC)C(=O)OCC (diethyl azodiformate). Run in O (water), O1CCCC1 (tetrahydrofuran). Conditions: time 12 hour. Yields the product C1(=CC=CC=C1)C=1N=C(OC1C1=CC=CC=C1)C1OCCC1C1=CCCC2=C(C=CC=C12)O[Si](C1=CC=CC=C1)(C1=CC=CC=C1)C(C)(C)C (1-[2-(4,5-diphenyloxazol-2-yl)tetrahydrofuran-3-yl]-5-tert-butyldiphenylsilyloxy-3,4-dihydronaphthalene). The yield is 68.4%. RXN SMILES: [C:1]1([C:7]2[N:8]=[C:9]([CH:18]([OH:51])[CH:19]([C:23]3[C:32]4[C:27](=[C:28]([O:33][Si:34]([C:47]([CH3:50])([CH3:49])[CH3:48])([C:41]5[CH:46]=[CH:45][CH:44]=[CH:43][CH:42]=5)[C:35]5[CH:40]=[CH:39][CH:38]=[CH:37][CH:36]=5)[CH:29]=[CH:30][CH:31]=4)[CH2:26][CH2:25][CH:24]=3)[CH2:20][CH2:21]O)[O:10][C:11]=2[C:12]2[CH:17]=[CH:16][CH:15]=[CH:14][CH:13]=2)[CH:6]=[CH:5][CH:4]=[CH:3][CH:2]=1.C1(P(C2C=CC=CC=2)C2C=CC=CC=2)C=CC=CC=1.N(C(OCC)=O)=NC(OCC)=O.C(OCC)(=O)C>O1CCCC1.O>[C:1]1([C:7]2[N:8]=[C:9]([CH:18]3[CH:19]([C:23]4[C:32]5[C:27](=[C:28]([O:33][Si:34]([C:47]([CH3:48])([CH3:50])[CH3:49])([C:35]6[CH:36]=[CH:37][CH:38]=[CH:39][CH:40]=6)[C:41]6[CH:42]=[CH:43][CH:44]=[CH:45][CH:46]=6)[CH:29]=[CH:30][CH:31]=5)[CH2:26][CH2:25][CH:24]=4)[CH2:20][CH2:21][O:51]3)[O:10][C:11]=2[C:12]2[CH:17]=[CH:16][CH:15]=[CH:14][CH:13]=2)[CH:6]=[CH:5][CH:4]=[CH:3][CH:2]=1. Procedure: To a solution of 1-[2-(4,5-diphenyloxazol-2-yl)-2-hydroxy-1-(2-hydroxyethyl)ethyl]-5-tert-butyldiphenylsilyloxy-3,4-dihydronaphthalene (1.5 g) in tetrahydrofuran (30 ml) were added triphenylphosphine (1.8 g) and diethyl azodiformate (1.2 ml) at room temperature. After being stirred for 12 hours at the same temperature, the mixture was poured into the mixture of ethyl acetate and water. The organic layer was washed with water and brine, dried over MgSO4, and evaporated in vacuo. The residue was p... The product is COc1ccccc1C1(C(=O)OC2CN3CCC2CC3)CCC1, Cl. Reactants: COc1ccccc1C1(C(=O)Cl)CCC1, OC1CN2CCC1CC2. RXN SMILES: [CH3:1][O:2][c:3]1[c:4]([C:9]2([C:13](=[O:14])[Cl:15])[CH2:10][CH2:11][CH2:12]2)[cH:5][cH:6][cH:7][cH:8]1.[N:16]12[CH2:17][CH:18]([OH:24])[CH:19]([CH2:20][CH2:21]1)[CH2:22][CH2:23]2>>[CH3:1][O:2][c:3]1[c:4]([C:9]2([C:13](=[O:14])[O:24][CH:18]3[CH2:17][N:16]4[CH2:21][CH2:20][CH:19]3[CH2:22][CH2:23]4)[CH2:10][CH2:11][CH2:12]2)[cH:5][cH:6][cH:7][cH:8]1.[ClH:15]. Starting materials: CC(C)(C)OC(=O)N(CCC=O)Cc1ccccc1, Cc1ccccc1, COC(=O)C=P(c1ccccc1)(c1ccccc1)c1ccccc1. Product: COC(=O)C=CCCN(Cc1ccccc1)C(=O)OC(C)(C)C. RXN SMILES: [CH2:1]([c:2]1[cH:3][cH:4][cH:5][cH:6][cH:7]1)[N:8]([CH2:9][CH2:10][CH:11]=[O:12])[C:13](=[O:14])[O:15][C:16]([CH3:17])([CH3:18])[CH3:19].[CH3:44][c:45]1[cH:46][cH:47][cH:48][cH:49][cH:50]1.[c:20]1([P:21]([c:22]2[cH:23][cH:24][cH:25][cH:26][cH:27]2)([c:28]2[cH:29][cH:30][cH:31][cH:32][cH:33]2)=[CH:39][C:40](=[O:41])[O:42][CH3:43])[cH:34][cH:35][cH:36][cH:37][cH:38]1>>[CH2:1]([c:2]1[cH:3][cH:4][cH:5][cH:6][cH:7]1)[N:8]([CH2:9][CH2:10][CH:11]=[CH:39][C:40](=[O:41])[O:42][CH3:43])[C:13](=[O:14])[O:15][C:16]([CH3:17])([CH3:18])[CH3:19]. The reactants are Cl.C(CCCCCCCCCCCCCCC)NC1=CC=C(CCC(=O)Cl)C=C1 (4-(hexadecylamino)hydrocinnamic acid chloride hydrochloride), N (ammonia). Yields the product C(CCCCCCCCCCCCCCC)NC1=CC=C(CCC(=O)N)C=C1 (4-(hexadecylamino)hydrocinnamamide). Reaction SMILES: Cl.[CH2:2]([NH:18][C:19]1[CH:29]=[CH:28][C:22]([CH2:23][CH2:24][C:25](Cl)=[O:26])=[CH:21][CH:20]=1)[CH2:3][CH2:4][CH2:5][CH2:6][CH2:7][CH2:8][CH2:9][CH2:10][CH2:11][CH2:12][CH2:13][CH2:14][CH2:15][CH2:16][CH3:17].[NH3:30]>>[CH2:2]([NH:18][C:19]1[CH:29]=[CH:28][C:22]([CH2:23][CH2:24][C:25]([NH2:30])=[O:26])=[CH:21][CH:20]=1)[CH2:3][CH2:4][CH2:5][CH2:6][CH2:7][CH2:8][CH2:9][CH2:10][CH2:11][CH2:12][CH2:13][CH2:14][CH2:15][CH2:16][CH3:17] |f:0.1|. Procedure details: As in the method described in Example 31, 4-(hexadecylamino)hydrocinnamic acid chloride hydrochloride is treated with anhydrous ammonia to yield 4-(hexadecylamino)hydrocinnamamide.